Dataset: the Open Reaction Database (ORD), a public repository of structured organic reaction records. Task: describe an organic reaction: reactants, conditions, products, and yield The reactants are solution, [BH4-].[Na+] (sodium borohydride), C(C)(=O)Br (acetyl bromide), COC(C(=C(C)C)N1C([C@@H]([C@@H]1SSC=1SC2=C(N1)C=CC=C2)OC)=O)=O (2-[(3S,4S)-4-(benzthiazol-2-yldithio)-3-methoxy-2-oxoazetidin-1-yl]-3-methylcrotonic acid methyl ester), C1=CC=CC=C1 (benzene). Run in CN(C=O)C (dimethylformamide), C1(=CC=CC=C1)C.C(C)(=O)OCC (toluene ethyl acetate), CN(C=O)C (dimethylformamide). Run at time 30 minute. Yields the product COC(C(=C(C)C)N1C([C@@H]([C@H]1SC(C)=O)OC)=O)=O (2-[(3S,4R)-4-acetylthio-3-methoxy-2-oxoazetidin-1-yl]-3-methylcrotonic acid methyl ester). RXN SMILES: [CH3:1][O:2][C:3](=[O:26])[C:4]([N:8]1[C@@H:11]([S:12]SC2SC3C=CC=CC=3N=2)[C@@H:10]([O:23][CH3:24])[C:9]1=[O:25])=[C:5]([CH3:7])[CH3:6].[BH4-].[Na+].[C:29](Br)(=[O:31])[CH3:30].C1C=CC=CC=1>CN(C)C=O.C1(C)C=CC=CC=1.C(OCC)(=O)C>[CH3:1][O:2][C:3](=[O:26])[C:4]([N:8]1[C@H:11]([S:12][C:29](=[O:31])[CH3:30])[C@@H:10]([O:23][CH3:24])[C:9]1=[O:25])=[C:5]([CH3:6])[CH3:7] |f:1.2,6.7|. Procedure: A solution of 372 mg of 2-[(3S,4S)-4-(benzthiazol-2-yldithio)-3-methoxy-2-oxoazetidin-1-yl]-3-methylcrotonic acid methyl ester in 10 ml of dimethylformamide is cooled to -20°, 10 ml of a solution of 2 g of sodium borohydride in 200 ml of dimethylformamide are added and the mixture is stirred at the same temperature for 30 minutes. 5 ml of freshly distilled acetyl bromide are added to the reaction mixture and the mixture is further stirred for 110 minutes at 0°. After adding 150 ml of benzene, th... Reactants: Cc1cc(C)nc(Nc2cc(Cl)ccc2Cl)n1, Cc1ccccc1, O=C(Cl)Cl. Product: Cc1cc(C)nc(N(C(=O)Cl)c2cc(Cl)ccc2Cl)n1. As a reaction SMILES: [CH3:1][c:2]1[n:3][c:4]([NH:9][c:10]2[c:11]([Cl:17])[cH:12][cH:13][c:14]([Cl:16])[cH:15]2)[n:5][c:6]([CH3:8])[cH:7]1.[CH3:22][c:23]1[cH:24][cH:25][cH:26][cH:27][cH:28]1.[Cl:18][C:19]([Cl:20])=[O:21]>>[CH3:1][c:2]1[n:3][c:4]([N:9]([c:10]2[c:11]([Cl:17])[cH:12][cH:13][c:14]([Cl:16])[cH:15]2)[C:19]([Cl:18])=[O:21])[n:5][c:6]([CH3:8])[cH:7]1.